Dataset: the Open Reaction Database (ORD), a public repository of structured organic reaction records. Task: describe an organic reaction: reactants, conditions, products, and yield Starting materials: ClC1=CC2=C(SC3=C(C(N2)=O)C=CC=C3)C=C1 (8-chlorodibenzo[b,f][1,4]thiazepin-11(10H)-one), [H-].[Al+3].[Li+].[H-].[H-].[H-] (lithium aluminum hydride). Solvent: C1CCOC1 (THF). Product: ClC1=CC2=C(SC3=C(CN2)C=CC=C3)C=C1 (8-chloro-10,11-dihydrodibenzo[b,f][1,4]thiazepine). Reaction SMILES: [Cl:1][C:2]1[CH:17]=[CH:16][C:5]2[S:6][C:7]3[CH:15]=[CH:14][CH:13]=[CH:12][C:8]=3[C:9](=O)[NH:10][C:4]=2[CH:3]=1.[H-].[Al+3].[Li+].[H-].[H-].[H-]>C1COCC1>[Cl:1][C:2]1[CH:17]=[CH:16][C:5]2[S:6][C:7]3[CH:15]=[CH:14][CH:13]=[CH:12][C:8]=3[CH2:9][NH:10][C:4]=2[CH:3]=1 |f:1.2.3.4.5.6|. Procedure details: To a stirring solution of 5.23 g (20 mmol) of 8-chlorodibenzo[b,f][1,4]thiazepin-11(10H)-one (34), prepared in the manner described above in Example 34, in 175 mL of THF cooled in an ice bath is added dropwise 100 mL of M lithium aluminum hydride solution. The reaction is heated at reflux for 4 hours. The reaction is quenched by the addition of 3.8 mL of 15% NaOH and 15.2 mL of H2O. The reaction mixture is filtered through a pad of celite. The filtrate is concentrated in vacuo and is recrystalli... Solvent: O (Water). Reaction SMILES: [C:1]([NH:18][C:19]1[CH:20]=[C:21]([CH:25]=[CH:26][C:27]=1[CH3:28])[C:22]([OH:24])=[O:23])(=O)[CH2:2][CH2:3][CH2:4][CH2:5][CH2:6][CH2:7][CH2:8][CH2:9][CH2:10][CH2:11][CH2:12][CH2:13][CH2:14][CH2:15][CH3:16].CC(C)([O-])C.[K+].Cl>O>[CH2:2]([C:1]1[NH:18][C:19]2[C:27]([CH:28]=1)=[CH:26][CH:25]=[C:21]([C:22]([OH:24])=[O:23])[CH:20]=2)[CH2:3][CH2:4][CH2:5][CH2:6][CH2:7][CH2:8][CH2:9][CH2:10][CH2:11][CH2:12][CH2:13][CH2:14][CH2:15][CH3:16] |f:1.2|. Procedure details: A mixture of 3-(n-hexadecanamido)-4-methylbenzoic acid (6.0 g) and potassium tert-butoxide (22.0 g) was placed in a preheated Woods Metal bath (temperature range 240°-260° C.). The temperature of the bath was rapidly raised to between 290° and 305° C. and was maintained within this region for 15 minutes. The mixture was then left to cool to room temperature. Water (100 ml) was added to the mixture and the resultant suspension was treated with dilute hydrochloric acid (100 ml of strength 2N) and ... Yield: 53.3%. Reactants: C(CCCCCCCCCCCCCCC)(=O)NC=1C=C(C(=O)O)C=CC1C (3-(n-hexadecanamido)-4-methylbenzoic acid), CC(C)([O-])C.[K+] (potassium tert-butoxide), resultant suspension, Cl (hydrochloric acid). The product is C(CCCCCCCCCCCCCC)C=1NC2=CC(=CC=C2C1)C(=O)O (2-(n-pentadecyl)indole-6-carboxylic acid). Reactants: C(C1=CC=CC=C1)C1(CCC(CC1)=O)N(C)C (4-benzyl-4-dimethylaminocyclohexanone), C(C)(C)(C)[Li] (tert-Butyllithium), CCCCC (pentane), S1C2=C(C=C1)C=CC=C2 (benzo[b]thiophene). Solvent: C1CCOC1 (THF), C1CCOC1 (THF). Run at temperature 0 celsius, time 2 hour. Product: S1C2=C(C=C1C1(CCC(CC1)(N(C)C)CC1=CC=CC=C1)O)C=CC=C2 (1-benzo[b]thiophen-2-yl-4-benzyl-4-dimethylaminocyclohexanol). Yield: 37.9%. RXN SMILES: [S:1]1[CH:5]=[CH:4][C:3]2[CH:6]=[CH:7][CH:8]=[CH:9][C:2]1=2.C([Li])(C)(C)C.CCCCC.[CH2:20]([C:27]1([N:34]([CH3:36])[CH3:35])[CH2:32][CH2:31][C:30](=[O:33])[CH2:29][CH2:28]1)[C:21]1[CH:26]=[CH:25][CH:24]=[CH:23][CH:22]=1>C1COCC1>[S:1]1[C:5]([C:30]2([OH:33])[CH2:31][CH2:32][C:27]([CH2:20][C:21]3[CH:22]=[CH:23][CH:24]=[CH:25][CH:26]=3)([N:34]([CH3:36])[CH3:35])[CH2:28][CH2:29]2)=[CH:4][C:3]2[CH:6]=[CH:7][CH:8]=[CH:9][C:2]1=2. Reported procedure: A solution of benzo[b]thiophene (1.50 mg, 3.73 mmol) in 20 ml dry THF was cooled to −5° C. under a stream of argon. tert-Butyllithium (4.47 mmol, 2.63 ml of a 1.7 molar pentane solution) was then added dropwise such that a reaction temperature of 0° C. was not exceeded during the addition. When the addition had ended the reaction mixture was stirred for two hours at 0° C. Thereafter, a solution of 4-benzyl-4-dimethylaminocyclohexanone (3.86 mg, 3.73 mmol) in dry THF (8 ml) was added dropwise at ... Reactants: ClCCl, CN(C)C=O, O=S(Cl)Cl, O=C(O)CCSC(=O)c1cccs1. Product: [Cl-], O=C(O)CCSC(=O)c1cccs1. Reaction SMILES: [CH2:14]([Cl:15])[Cl:16].[O:21]=[CH:22][N:23]([CH3:24])[CH3:25].[S:17]([Cl:18])([Cl:19])=[O:20].[c:1]1([C:6](=[O:7])[S:8][CH2:9][CH2:10][C:11](=[O:12])[OH:13])[cH:2][cH:3][cH:4][s:5]1>>[Cl-:15].[c:1]1([C:6](=[O:7])[S:8][CH2:9][CH2:10][C:11](=[O:12])[OH:13])[cH:2][cH:3][cH:4][s:5]1. As a reaction SMILES: [O:1]=[C:2]1[CH2:8][N:7]([C:9]([O:11][C:12]([CH3:15])([CH3:14])[CH3:13])=[O:10])[CH2:6][CH2:5][CH:4]=[CH:3]1.[CH2:16]([OH:23])[C:17]1[CH:22]=[CH:21][CH:20]=[CH:19][CH:18]=1>CC([O-])(C)C.[K+].O>[CH2:16]([O:23][CH:4]1[CH2:5][CH2:6][N:7]([C:9]([O:11][C:12]([CH3:15])([CH3:14])[CH3:13])=[O:10])[CH2:8][C:2](=[O:1])[CH2:3]1)[C:17]1[CH:22]=[CH:21][CH:20]=[CH:19][CH:18]=1 |f:2.3|. The reactants are O=C1C=CCCN(C1)C(=O)OC(C)(C)C (tert-butyl 6-oxo-3,7-dihydro-2H-azepine-1-carboxylate), C(C1=CC=CC=C1)O (BnOH). Procedure details: To a mixture of tert-butyl 6-oxo-3,7-dihydro-2H-azepine-1-carboxylate (540.00 mg, 2.56 mmol, 1.00 Eq) in BnOH (2.76 g, 25.56 mmol, 10.00 Eq), was added t-BuOK (28.68 mg, 255.61 umol, 0.10 Eq) in one portion under N2. The mixture was stirred at 20° C. for 12 hours. LCMS showed the reaction was completed. The mixture was poured into water (100 mL) and stirred for 20 min. The aqueous phase was extracted with EA (40 mL*2). The combined organic phase was washed with saturated brine (20 mL*3), dried w... Yields the product C(C1=CC=CC=C1)OC1CC(CN(CC1)C(=O)OC(C)(C)C)=O (tert-butyl 5-benzyloxy-3-oxo-azepane-1-carboxylate). The yield is 183.5%. Reagents/catalysts: CC(C)(C)[O-].[K+] (t-BuOK). Solvent: O (water). Reaction conditions: temperature 20 celsius, time 12 hour. The reactants are ClC1=CC2=C(C=N1)C=NN2C2=NC(=CC=C2)N2CCNCCC2 (6-chloro-1-[6-(1,4-diazepan-1-yl)-2-pyridyl]pyrazolo[4,3-c]pyridine), O1CC(C1)=O (oxetan-3-one), ( 4A ). Solvent: ClCCCl (1,2-dichloroethane). Conditions: time 4 hour. The product is ClC1=CC2=C(C=N1)C=NN2C2=NC(=CC=C2)N2CCN(CCC2)C2COC2 (6-chloro-1-[6-[4-(oxetan-3-yl)-1,4-diazepan-1-yl]-2-pyridyl]pyrazolo[4,3-c]pyridine). Isolated yield 63.0%. Reaction SMILES: [Cl:1][C:2]1[N:7]=[CH:6][C:5]2[CH:8]=[N:9][N:10]([C:11]3[CH:16]=[CH:15][CH:14]=[C:13]([N:17]4[CH2:23][CH2:22][CH2:21][NH:20][CH2:19][CH2:18]4)[N:12]=3)[C:4]=2[CH:3]=1.[O:24]1[CH2:27][C:26](=O)[CH2:25]1>ClCCCl>[Cl:1][C:2]1[N:7]=[CH:6][C:5]2[CH:8]=[N:9][N:10]([C:11]3[CH:16]=[CH:15][CH:14]=[C:13]([N:17]4[CH2:23][CH2:22][CH2:21][N:20]([CH:26]5[CH2:27][O:24][CH2:25]5)[CH2:19][CH2:18]4)[N:12]=3)[C:4]=2[CH:3]=1. Procedure details: A mixture of 6-chloro-1-[6-(1,4-diazepan-1-yl)-2-pyridyl]pyrazolo[4,3-c]pyridine (0.4094 mmol; 134.6 mg), oxetan-3-one (0.4912 mmol; 35.40 mg), and Molecular sieve (4A) in 1,2-dichloroethane (12 ml) was stirred at room temperature for 4 hours. STAB (0.6141 mmol; 137.0 mg) was added. The reaction was stirred for 3 days. The mixture was filtered through Celite. The filtrate was concentrated and the residue was purified on silica eluted with 0 to 5% MeOH in DCM to afford 6-chloro-1-[6-[4-(oxetan-3-...